From a dataset of the Open Reaction Database (ORD), a public repository of structured organic reaction records. describe an organic reaction: reactants, conditions, products, and yield RXN SMILES: [CH3:1][C:2]1([CH3:10])[O:7][C:6](=[O:8])[CH2:5][C:4](=[O:9])[O:3]1.[CH3:11][O:12][C:13]1[CH:25]=[CH:24][C:16]([CH2:17][N:18]2[C:22]([NH2:23])=[CH:21][CH:20]=[N:19]2)=[CH:15][CH:14]=1.[CH2:26](OC(OCC)OCC)C>C(OCC)C>[CH3:11][O:12][C:13]1[CH:14]=[CH:15][C:16]([CH2:17][N:18]2[C:22]([NH:23][CH:26]=[C:5]3[C:6](=[O:8])[O:7][C:2]([CH3:10])([CH3:1])[O:3][C:4]3=[O:9])=[CH:21][CH:20]=[N:19]2)=[CH:24][CH:25]=1. Solvent: C(C)OCC (diethyl ether). Reported procedure: 2,2-dimethyl-1,3-dioxane-4,6-dione 1 (meldrum's acid) (20 g, 139 mmol), 1-(4-methoxybenzyl)-1H-pyrazol-5-amine (2) (28.2 g, 139 mmol, 1 eq) (prepared according to the procedure described by Misra, R. N., et al. Bioorg. Med. Chem. Lett. (2003), 13, 1133-1136) in presence of triethoxymethane (30.8 g, 208 mmol, 1 eq) was heated to 85° C. for 1 hr, subsequently worked up and treated with diethyl ether, and provided the pure 5-(((1-(4-methoxybenzyl)-1H-pyrazol-5-yl)amino)methylene)-2,2-dimethyl-1,3-d... Isolated yield 79.1%. Yields the product COC1=CC=C(CN2N=CC=C2NC=C2C(OC(OC2=O)(C)C)=O)C=C1 (5-(((1-(4-methoxybenzyl)-1H-pyrazol-5-yl)amino)methylene)-2,2-dimethyl-1,3-dioxane-4,6-dione). The reactants are CC1(OC(CC(O1)=O)=O)C (2,2-dimethyl-1,3-dioxane-4,6-dione), COC1=CC=C(CN2N=CC=C2N)C=C1 (1-(4-methoxybenzyl)-1H-pyrazol-5-amine), C(C)OC(OCC)OCC (triethoxymethane). The reactants are BrC=1C=C(CNC(OC(C)C)=O)C=CC1 (isopropyl N-(3-bromobenzyl)carbamate), C([O-])([O-])=O.[Na+].[Na+] (sodium carbonate), C1(=CC=CC=C1)OB(O)O (phenylboric acid), [Cl-].[Na+] (sodium chloride). Reagents/catalysts: C=1C=CC(=CC1)[P](C=2C=CC=CC2)(C=3C=CC=CC3)[Pd]([P](C=4C=CC=CC4)(C=5C=CC=CC5)C=6C=CC=CC6)([P](C=7C=CC=CC7)(C=8C=CC=CC8)C=9C=CC=CC9)[P](C=1C=CC=CC1)(C=1C=CC=CC1)C=1C=CC=CC1 (tetrakis(triphenylphosphine)palladium). Solvent: solution, C1(=CC=CC=C1)C (toluene), C(C)O (ethanol). Yields the product C1(=CC=CC=C1)C=1C=C(CNC(OC(C)C)=O)C=CC1 (isopropyl N-(3-phenylbenzyl)carbamate). The yield is 80.6%. As a reaction SMILES: Br[C:2]1[CH:3]=[C:4]([CH:13]=[CH:14][CH:15]=1)[CH2:5][NH:6][C:7](=[O:12])[O:8][CH:9]([CH3:11])[CH3:10].C(=O)([O-])[O-].[Na+].[Na+].[C:22]1(OB(O)O)[CH:27]=[CH:26][CH:25]=[CH:24][CH:23]=1.[Cl-].[Na+]>C(O)C.C1C=CC([P]([Pd]([P](C2C=CC=CC=2)(C2C=CC=CC=2)C2C=CC=CC=2)([P](C2C=CC=CC=2)(C2C=CC=CC=2)C2C=CC=CC=2)[P](C2C=CC=CC=2)(C2C=CC=CC=2)C2C=CC=CC=2)(C2C=CC=CC=2)C2C=CC=CC=2)=CC=1.C1(C)C=CC=CC=1>[C:22]1([C:2]2[CH:3]=[C:4]([CH:13]=[CH:14][CH:15]=2)[CH2:5][NH:6][C:7](=[O:12])[O:8][CH:9]([CH3:11])[CH3:10])[CH:27]=[CH:26][CH:25]=[CH:24][CH:23]=1 |f:1.2.3,5.6,^1:40,42,61,80|. Procedure details: 1.20 g of isopropyl N-(3-bromobenzyl)carbamate, 0.47 g of sodium carbonate in aqueous solution (20 ml) and 0.10 g of tetrakis(triphenylphosphine)palladium (0) were added to toluene (40 ml) under a nitrogen atmosphere. The resulting solution was mixed with 0.54 g of phenylboric acid in ethanol (20 ml) at room temperature with stirring and refluxed under heating for 2 hours. After the reaction, the reaction solution was cooled to room temperature, poured into saturated aqueous sodium chloride and ... The reactants are CCOC(=O)CN1CCNCCN(CC(=O)OCC)CCN(CC(=O)OCC)CC1, CCO, CS(=O)(=O)N(CCc1ccccc1)CC1CO1. Product: CCOC(=O)CN1CCN(CC(=O)OCC)CCN(CC(O)CN(CCc2ccccc2)S(C)(=O)=O)CCN(CC(=O)OCC)CC1. RXN SMILES: [CH2:1]([CH3:2])[O:3][C:4](=[O:5])[CH2:6][N:7]1[CH2:8][CH2:9][N:10]([CH2:25][C:26](=[O:27])[O:28][CH2:29][CH3:30])[CH2:11][CH2:12][N:13]([CH2:19][C:20](=[O:21])[O:22][CH2:23][CH3:24])[CH2:14][CH2:15][NH:16][CH2:17][CH2:18]1.[CH3:48][CH2:49][OH:50].[c:31]1([CH2:37][CH2:38][N:39]([S:40](=[O:41])(=[O:42])[CH3:43])[CH2:44][CH:45]2[O:46][CH2:47]2)[cH:32][cH:33][cH:34][cH:35][cH:36]1>>[CH2:1]([CH3:2])[O:3][C:4](=[O:5])[CH2:6][N:7]1[CH2:8][CH2:9][N:10]([CH2:25][C:26](=[O:27])[O:28][CH2:29][CH3:30])[CH2:11][CH2:12][N:13]([CH2:19][C:20](=[O:21])[O:22][CH2:23][CH3:24])[CH2:14][CH2:15][N:16]([CH2:47][CH:45]([CH2:44][N:39]([CH2:38][CH2:37][c:31]2[cH:32][cH:33][cH:34][cH:35][cH:36]2)[S:40](=[O:41])(=[O:42])[CH3:43])[OH:46])[CH2:17][CH2:18]1. The reactants are BrBr (bromine), Cl (hydrochloric acid), O(C1=CC=CC=C1)CC1=NC2C(N(C2S1)C(C(=O)OCC1=CC=C(C=C1)[N+](=O)[O-])=C(C)O)=O (p-nitrobenzyl α-[3-phenoxymethyl-7-oxo-4-thia-2,6-diazabicyclo [3,2,0]hept-2-en-6-yl]-α-(1-hydroxyethylidene)acetate), C1(=CC=CC=C1)P(=O)(C1=CC=CC=C1)Cl (diphenylphosphoryl chloride), N1CCOCC1 (Morpholine). The solvent is C(C)(=O)O (acetic acid), O1CCCC1 (tetrahydrofuran), C(C)N(CC)CC (triethylamine), ClCCl (dichloromethane), N1=CC=CC=C1 (pyridine). Run at temperature 0 celsius, time 2 hour. Product: O(C1=CC=CC=C1)CC(=O)NC1[C@@H]2N(C(=C(CS2)O)C(=O)OCC2=CC=C(C=C2)[N+](=O)[O-])C1=O (p-Nitrobenzyl 7-phenoxyacetamido-3-hydroxy-3-cephem-4-carboxylate). RXN SMILES: [O:1]([CH2:8][C:9]1[S:15][CH:14]2[CH:11]([C:12](=[O:33])[N:13]2[C:16](=[C:30]([OH:32])[CH3:31])[C:17]([O:19][CH2:20][C:21]2[CH:26]=[CH:25][C:24]([N+:27]([O-:29])=[O:28])=[CH:23][CH:22]=2)=[O:18])[N:10]=1)[C:2]1[CH:7]=[CH:6][CH:5]=[CH:4][CH:3]=1.C1(P(Cl)(C2C=CC=CC=2)=[O:41])C=CC=CC=1.N1CCOCC1.BrBr.Cl>O1CCCC1.ClCCl.C(O)(=O)C.N1C=CC=CC=1.C(N(CC)CC)C>[O:1]([CH2:8][C:9]([NH:10][CH:11]1[C:12](=[O:33])[N:13]2[C:16]([C:17]([O:19][CH2:20][C:21]3[CH:26]=[CH:25][C:24]([N+:27]([O-:29])=[O:28])=[CH:23][CH:22]=3)=[O:18])=[C:30]([OH:32])[CH2:31][S:15][C@H:14]12)=[O:41])[C:2]1[CH:7]=[CH:6][CH:5]=[CH:4][CH:3]=1. Procedure details: To a stirred solution of p-nitrobenzyl α-[3-phenoxymethyl-7-oxo-4-thia-2,6-diazabicyclo [3,2,0]hept-2-en-6-yl]-α-(1-hydroxyethylidene)acetate (9.38 g) in tetrahydrofuran (120 ml) under a nitrogen atmosphere at 20° C. was added triethylamine (3.21 ml) followed by diphenylphosphoryl chloride (4.77 ml). The reaction mixture was then stirred for 2 hours and cooled to 0° C. Morpholine (4.01 ml) was added and the reaction mixture stirred for 2 hours at 0°-5° C. The reaction mixture was next cooled to ... The reactants are CC(C)(C)OC(=O)NCCN=C=S, CN(C)C=O, CC(C)=O, CO, ClC(Cl)Cl, Nc1ccc2c(c1)Cc1c-2[nH]c(=O)c2nccn12. Yields the product CC(C)(C)OC(=O)NCCNC(=S)Nc1ccc2c(c1)Cc1c-2[nH]c(=O)c2nccn12. Reaction SMILES: [C:1]([CH3:2])([CH3:3])([CH3:4])[O:5][C:6](=[O:7])[NH:8][CH2:9][CH2:10][N:11]=[C:12]=[S:13].[CH3:32][N:33]([CH3:34])[CH:35]=[O:36].[CH3:37][C:38](=[O:39])[CH3:40].[CH3:41][OH:42].[CH:43]([Cl:44])([Cl:45])[Cl:46].[NH2:14][c:15]1[cH:16][c:17]2[c:29]([cH:30][cH:31]1)-[c:20]1[c:19]([n:24]3[c:23]([c:22](=[O:28])[nH:21]1)[n:27][cH:26][cH:25]3)[CH2:18]2>>[C:1]([CH3:2])([CH3:3])([CH3:4])[O:5][C:6](=[O:7])[NH:8][CH2:9][CH2:10][NH:11][C:12](=[S:13])[NH:14][c:15]1[cH:16][c:17]2[c:29]([cH:30][cH:31]1)-[c:20]1[c:19]([n:24]3[c:23]([c:22](=[O:28])[nH:21]1)[n:27][cH:26][cH:25]3)[CH2:18]2. Starting materials: COCc1cnc2c(Cl)cccc2c1, [Na+], [OH-], O, O, O, O, O, O, O=S(=O)(O)O, [Ta]. Yields the product COCc1cnc2c(O)cccc2c1. RXN SMILES: [Cl:1][c:2]1[cH:3][cH:4][cH:5][c:6]2[cH:7][c:8]([CH2:12][O:13][CH3:14])[cH:9][n:10][c:11]12.[Na+:16].[OH-:15].[OH2:17].[OH2:18].[OH2:19].[OH2:20].[OH2:21].[OH2:27].[S:22](=[O:23])([OH:24])([OH:25])=[O:26].[Ta:28]>>[c:2]1([OH:23])[cH:3][cH:4][cH:5][c:6]2[cH:7][c:8]([CH2:12][O:13][CH3:14])[cH:9][n:10][c:11]12. Reactants: O, O=S(=O)(Cl)Cl, FC(F)(F)c1ccc2sc(S)nc2c1. Product: FC(F)(F)c1ccc2sc(Cl)nc2c1. Reaction SMILES: [OH2:20].[S:1]([Cl:2])(=[O:3])([Cl:4])=[O:5].[SH:6][c:7]1[s:8][c:9]2[c:10]([n:11]1)[cH:12][c:13]([C:16]([F:17])([F:18])[F:19])[cH:14][cH:15]2>>[Cl:4][c:7]1[s:8][c:9]2[c:10]([n:11]1)[cH:12][c:13]([C:16]([F:17])([F:18])[F:19])[cH:14][cH:15]2.